Dataset: the Open Reaction Database (ORD), a public repository of structured organic reaction records. Task: describe an organic reaction: reactants, conditions, products, and yield The reactants are BrCCC1=CC=CC=C1 ((2-bromoethyl)benzene), FC1=CC=C(C=C1)CN1C(=NC2=C1C=CC=C2)NC2CNCC2 (1-[(4-fluorophenyl)methyl]-N-(3-pyrrolidinyl)-1H-benzimidazol-2-amine), C([O-])([O-])=O.[Na+].[Na+] (sodium carbonate), [I-].[K+] (potassium iodide). Run in CN(C=O)C (N,N-dimethylformamide), O (water). Conditions: temperature 70 celsius. Yields the product FC1=CC=C(C=C1)CN1C(=NC2=C1C=CC=C2)NC2CN(CC2)CCC2=CC=CC=C2 (1-[(4-fluorophenyl)methyl]-N-[1(2-phenylethyl)-3-pyrrolidinyl]-1H-benzimidazol-2-amine). Yield: 12.0%. As a reaction SMILES: Br[CH2:2][CH2:3][C:4]1[CH:9]=[CH:8][CH:7]=[CH:6][CH:5]=1.[F:10][C:11]1[CH:16]=[CH:15][C:14]([CH2:17][N:18]2[C:22]3[CH:23]=[CH:24][CH:25]=[CH:26][C:21]=3[N:20]=[C:19]2[NH:27][CH:28]2[CH2:32][CH2:31][NH:30][CH2:29]2)=[CH:13][CH:12]=1.C(=O)([O-])[O-].[Na+].[Na+].[I-].[K+]>O.CN(C)C=O>[F:10][C:11]1[CH:16]=[CH:15][C:14]([CH2:17][N:18]2[C:22]3[CH:23]=[CH:24][CH:25]=[CH:26][C:21]=3[N:20]=[C:19]2[NH:27][CH:28]2[CH2:32][CH2:31][N:30]([CH2:2][CH2:3][C:4]3[CH:9]=[CH:8][CH:7]=[CH:6][CH:5]=3)[CH2:29]2)=[CH:13][CH:12]=1 |f:2.3.4,5.6|. Procedure details: A mixture of 1.85 parts of (2-bromoethyl)benzene, 3.1 parts of 1-[(4-fluorophenyl)methyl]-N-(3-pyrrolidinyl)-1H-benzimidazol-2-amine, 1.06 parts of sodium carbonate, 0.1 parts of potassium iodide and 120 parts of N,N-dimethylformamide was stirred and heated overnight at 70° C. The reaction mixture was poured into water and the product was extracted with 4-methyl-2-pentanone. The extract was dried, filtered and evaporated. The residue was purified by column chromatography over silica gel using a ...